Dataset: the Open Reaction Database (ORD), a public repository of structured organic reaction records. Task: describe an organic reaction: reactants, conditions, products, and yield Starting materials: C(C=CC1=CC=CC=C1)C1NCCC1 (2-(cinnamyl)pyrrolidine), C1(CCC1)C(=O)Cl (cyclobutanecarboxylic acid chloride). Product: C(\C=C\C1=CC=CC=C1)C1N(CCC1)C(=O)C1CC1 ((+)-(E)-2-cinnamyl-l-cyclopropanecarbonylpyrrolidine). RXN SMILES: [CH2:1]([CH:10]1[CH2:14][CH2:13][CH2:12][NH:11]1)[CH:2]=[CH:3][C:4]1[CH:9]=[CH:8][CH:7]=[CH:6][CH:5]=1.[CH:15]1([C:19](Cl)=[O:20])[CH2:18][CH2:17]C1>>[CH2:1]([CH:10]1[CH2:14][CH2:13][CH2:12][N:11]1[C:19]([CH:15]1[CH2:18][CH2:17]1)=[O:20])/[CH:2]=[CH:3]/[C:4]1[CH:9]=[CH:8][CH:7]=[CH:6][CH:5]=1. Procedure details: Stage a) According to the method of Example 1.1, Stage a), from 2-(cinnamyl)pyrrolidine and cyclobutanecarboxylic acid chloride there is obtained, with a yield of 95%, 2-cinnamyl-1-cyclobutanecarbonylpyrrolidine (formula II; Ar=C6H5, m=1, n=1, R=cyclobutyl), which is introduced in the next stage without further treatment. The reactants are COC(C1=CC(=CC=C1)COC1=CC=C(C=C1)I)=O (3-(4-iodo-phenoxymethyl)-benzoic acid methyl ester), COC(C1=CC(=CC=C1)COC1=CC=C(C=C1)I)=O (3-(4-iodo-phenoxymethyl)-benzoic acid methyl ester), C([O-])([O-])=O.[K+].[K+] (potassium carbonate), bis(tri-cyclohexylphosphine)palladium, O1CCOCC1 (dioxane), C1=NC=CC=2C(=CC=CC12)B(O)O (5-isoquinolineboronic acid). Procedure details: 4.5 mL of a sonicated and degassed solution of 3-(4-iodo-phenoxymethyl)-benzoic acid methyl ester (of Intermediate 1; 740 mg, 2 mmol), potassium carbonate (830 mg, 6 mmol), bis(tri-cyclohexylphosphine)palladium (available from Strem Chemicals, Inc., Newburyport, Mass.; 70 mg, 0.1 mmol), dioxane (41 mL) and water (4.1 mL) was added to a reaction vial containing 5-isoquinolineboronic acid (available from Frontier Scientific, Inc., Logan, Utah; 104 mg, 0.6 mmol). The solution was sonicated and dega... Run at time 8 hour. Yields the product C1=NC=CC2=C(C=CC=C12)C1=CC=C(OCC=2C=C(C(=O)O)C=CC2)C=C1 (3-(4-isoquinolin-5-yl-phenoxymethyl)-benzoic acid). Solvent: O (water). As a reaction SMILES: C[O:2][C:3](=[O:19])[C:4]1[CH:9]=[CH:8][CH:7]=[C:6]([CH2:10][O:11][C:12]2[CH:17]=[CH:16][C:15](I)=[CH:14][CH:13]=2)[CH:5]=1.C(=O)([O-])[O-].[K+].[K+].O1CCOCC1.[CH:32]1[C:41]2[CH:40]=[CH:39][CH:38]=[C:37](B(O)O)[C:36]=2[CH:35]=[CH:34][N:33]=1>O>[CH:32]1[C:41]2[C:36](=[C:37]([C:15]3[CH:16]=[CH:17][C:12]([O:11][CH2:10][C:6]4[CH:5]=[C:4]([CH:9]=[CH:8][CH:7]=4)[C:3]([OH:2])=[O:19])=[CH:13][CH:14]=3)[CH:38]=[CH:39][CH:40]=2)[CH:35]=[CH:34][N:33]=1 |f:1.2.3|. The reactants are CN(CCNC=1C=C(C(=CC1F)N)N)C (N4-(2-dimethylaminoethyl)-5-fluorobenzene-1,2,4-triamine), [N+](=O)([O-])C=1C(=NN(C1)C1OCCCC1)C=O (4-nitro-1-(tetrahydropyran-2-yl)-1H-pyrazole-3-carbaldehyde). Solvent: CO (methanol). Yields the product FC=1C(=CC2=C(N=C(N2)C2=NN(C=C2[N+](=O)[O-])C2OCCCC2)C1)NCCN(C)C (N1-{6-fluoro-2-[4-nitro-1-(tetrahydropyran-2-yl)-1H-pyrazol-3-yl]-3H-benzimidazol-5-yl}-N2,N2-dimethylethane-1,2-diamine). Yield: 17.8%. As a reaction SMILES: [CH3:1][N:2]([CH3:15])[CH2:3][CH2:4][NH:5][C:6]1[CH:7]=[C:8]([NH2:14])[C:9]([NH2:13])=[CH:10][C:11]=1[F:12].[N+:16]([C:19]1[C:20]([CH:30]=O)=[N:21][N:22]([CH:24]2[CH2:29][CH2:28][CH2:27][CH2:26][O:25]2)[CH:23]=1)([O-:18])=[O:17]>CO>[F:12][C:11]1[C:6]([NH:5][CH2:4][CH2:3][N:2]([CH3:15])[CH3:1])=[CH:7][C:8]2[NH:14][C:30]([C:20]3[C:19]([N+:16]([O-:18])=[O:17])=[CH:23][N:22]([CH:24]4[CH2:29][CH2:28][CH2:27][CH2:26][O:25]4)[N:21]=3)=[N:13][C:9]=2[CH:10]=1. Reported procedure: A solution of 1 g of N4-(2-dimethylaminoethyl)-5-fluorobenzene-1,2,4-triamine in 30 mL of methanol with 1.06 g of 4-nitro-1-(tetrahydropyran-2-yl)-1H-pyrazole-3-carbaldehyde is stirred at ambient temperature for 72 hours. After evaporation of the solvent under vacuum in a rotary evaporator, the reaction crude is purified by flash chromatography on an Intelliflash apparatus on an Analogix RS-90 cartridge with an eluent of 100% dichloromethane to 85/15 dichloromethane/methanol. 350 mg of N1-{6-flu... Starting materials: CCO, C[O-], Cl, [Na+], CC(O)C(C)S, ClCc1ccncc1. Yields the product CC(O)C(C)SCc1ccncc1. Reaction SMILES: [CH3:19][CH2:20][OH:21].[CH3:1][O-:2].[ClH:4].[Na+:3].[SH:13][CH:14]([CH:15]([CH3:16])[OH:17])[CH3:18].[cH:5]1[cH:6][c:7]([CH2:11][Cl:12])[cH:8][cH:9][n:10]1>>[cH:5]1[cH:6][c:7]([CH2:11][S:13][CH:14]([CH:15]([CH3:16])[OH:17])[CH3:18])[cH:8][cH:9][n:10]1.